From a dataset of the Open Reaction Database (ORD), a public repository of structured organic reaction records. describe an organic reaction: reactants, conditions, products, and yield The reactants are CC(C)(C)OC(=O)N1CCN(c2ccc3c(Br)cn(-c4ccncc4)c3c2)CC1, O=C([O-])[O-], COc1ccc(B(O)O)cc1, CCOC(C)=O, [K+], [K+], CN(C)C=O, O, O. The product is COc1ccc(-c2cn(-c3ccncc3)c3cc(N4CCN(C(=O)OC(C)(C)C)CC4)ccc23)cc1. As a reaction SMILES: [Br:7][c:8]1[cH:9][n:10](-[c:30]2[cH:31][cH:32][n:33][cH:34][cH:35]2)[c:11]2[cH:12][c:13]([N:17]3[CH2:18][CH2:19][N:20]([C:23](=[O:24])[O:25][C:26]([CH3:27])([CH3:28])[CH3:29])[CH2:21][CH2:22]3)[cH:14][cH:15][c:16]12.[C:36](=[O:37])([O-:38])[O-:39].[CH3:42][O:43][c:44]1[cH:45][cH:46][c:47]([B:50]([OH:51])[OH:52])[cH:48][cH:49]1.[CH3:54][CH2:55][O:56][C:57](=[O:58])[CH3:59].[K+:40].[K+:41].[O:1]=[CH:2][N:3]([CH3:4])[CH3:5].[OH2:53].[OH2:6]>>[c:8]1(-[c:47]2[cH:46][cH:45][c:44]([O:43][CH3:42])[cH:49][cH:48]2)[cH:9][n:10](-[c:30]2[cH:31][cH:32][n:33][cH:34][cH:35]2)[c:11]2[cH:12][c:13]([N:17]3[CH2:18][CH2:19][N:20]([C:23](=[O:24])[O:25][C:26]([CH3:27])([CH3:28])[CH3:29])[CH2:21][CH2:22]3)[cH:14][cH:15][c:16]12. Starting materials: OCC(CC)NC(C)=O (N-[1-(hydroxymethyl)propyl]acetamide), CCC(CO)N (dl-2-amino-1-butanol), dl-2-amino-1-butanol acetate hydrochloride, ClCC(CC)N=C(C)Cl.O (water N-[1-(chloromethyl)propyl]acetimidoyl chloride), ClCC(CC)N=C(C)Cl (N-[1-(chloromethyl)propyl]acetimidoyl chloride). The solvent is C(C)(=O)O (acetic acid), C(C)O (ethanol), CO (methanol). Conditions: time 2 hour. Product: CCC(CO)N (dl-2-amino-1butanol), C(C)(=N)Cl (acetimidoyl chloride), ClCC(CC)NC(C)=O (N-[1-(chloromethyl)propyl]acetamide). RXN SMILES: ClCC([N:6]=[C:7]([Cl:9])[CH3:8])CC.[Cl:10][CH2:11][CH:12]([N:15]=[C:16](Cl)[CH3:17])[CH2:13][CH3:14].O.[CH3:20][CH2:21][CH:22]([NH2:25])[CH2:23][OH:24].[OH:26]CC(NC(=O)C)CC>C(O)C.CO.C(O)(=O)C>[CH3:20][CH2:21][CH:22]([NH2:25])[CH2:23][OH:24].[C:7]([Cl:9])(=[NH:6])[CH3:8].[Cl:10][CH2:11][CH:12]([NH:15][C:16](=[O:26])[CH3:17])[CH2:13][CH3:14] |f:1.2|. Procedure details: Hydrolysis of N-[1-(chloromethyl)propyl]acetimidoyl chloride is highly pH dependent. It has now been found that a simple hydrolysis procedure is effective. On refluxing with water N-[1-(chloromethyl)propyl]acetimidoyl chloride is transformed into a mixture of dl-2-amino-1-butanol (77%), dl-2-amino-1-butanol acetate hydrochloride (17%), the N-[1-(hydroxymethyl)propyl]acetamide (7%) and acetic acid within 1 hour. The product ratios appear to represent equilibrium compositions because additional he... Reactants: COC1=C2C=CC(OC2=CC=C1)=O (5-methoxycoumarin), COCN(C[Si](C)(C)C)CC1=CC=CC=C1 (N-methoxymethyl-N-trimethylsilylmethyl-benzylamine). Product: COC1=CC=CC2=C1[C@H]1[C@H](CNC1)CO2 ((±)-cis-9-Methoxy-1,2,3,3a,4,9b-hexahydro-[1]-benzopyrano[3,4-c]pyrrole). RXN SMILES: [CH3:1][O:2][C:3]1[CH:12]=[CH:11][CH:10]=[C:9]2[C:4]=1[CH:5]=[CH:6][C:7](=O)[O:8]2.CO[CH2:16][N:17](CC1C=CC=CC=1)[CH2:18][Si](C)(C)C>>[CH3:1][O:2][C:3]1[C:4]2[C@@H:5]3[CH2:18][NH:17][CH2:16][C@@H:6]3[CH2:7][O:8][C:9]=2[CH:10]=[CH:11][CH:12]=1. Reported procedure: From 5-methoxycoumarin and N-methoxymethyl-N-trimethylsilylmethyl-benzylamine in an analogous manner as described in Examples 1A-C. 1H NMR (300 MHz, CDCl3) δ 2.55 (m, 1H), 2.67 (dd, 1H), 2.80 (dd, 1H), 3.21 (q, 1H), 3.32 (dd, 1H), 3.62 (dd, 1H), 3.70 (m, 1H), 3.81 (s, 3H), 4.10 (dd, 1H), 6.46 (d, 1H), 6.55 (d, 1H), 7.17 (t, 1H). Reactants: C(C)(=O)OC=1C(C(=O)O)=CC=CC1 (acetylsalicyclic acid), FC(OC=1C=C(N)C=CC1)(F)F (3trifluoromethoxyaniline). The product is FC(OC=1C=C(C=CC1)NC(C1=C(C=CC=C1)O)=O)(F)F (N-(3-trifluoromethoxyphenyl)-2-hydroxybenzamide). Reaction SMILES: C([O:4][C:5]1[C:6](=[CH:10][CH:11]=[CH:12][CH:13]=1)[C:7]([OH:9])=O)(=O)C.[F:14][C:15]([F:25])([F:24])[O:16][C:17]1[CH:18]=[C:19]([CH:21]=[CH:22][CH:23]=1)[NH2:20]>>[F:14][C:15]([F:24])([F:25])[O:16][C:17]1[CH:18]=[C:19]([NH:20][C:7](=[O:9])[C:6]2[CH:10]=[CH:11][CH:12]=[CH:13][C:5]=2[OH:4])[CH:21]=[CH:22][CH:23]=1. Procedure: This compound was obtained as a white solid starting from acetylsalicyclic acid and 3trifluoromethoxyaniline using the same procedure described in example 5.